From a dataset of the Open Reaction Database (ORD), a public repository of structured organic reaction records. describe an organic reaction: reactants, conditions, products, and yield The reactants are O=S1(N(CCC1)C1=C(C=C(C(=O)O)C=C1)F)=O (4-(1,1-dioxo-1λ6-isothiazolidin-2-yl)-3-fluorobenzoic acid), CC1=C(C=CC(=C1)C)N1CCNCC1 (1-(2,4-dimethylphenyl)piperazine). Product: CC1=C(C=CC(=C1)C)N1CCN(CC1)C(=O)C1=CC(=C(C=C1)N1S(CCC1)(=O)=O)F ([4-(2,4-dimethylphenyl)piperazin-1-yl][4-(1,1-dioxo-1λ6-isothiazolidin-2-yl)-3-fluorophenyl]methanone). The yield is 57.2%. As a reaction SMILES: [O:1]=[S:2]1(=[O:17])[CH2:6][CH2:5][CH2:4][N:3]1[C:7]1[CH:15]=[CH:14][C:10]([C:11]([OH:13])=O)=[CH:9][C:8]=1[F:16].[CH3:18][C:19]1[CH:24]=[C:23]([CH3:25])[CH:22]=[CH:21][C:20]=1[N:26]1[CH2:31][CH2:30][NH:29][CH2:28][CH2:27]1>>[CH3:18][C:19]1[CH:24]=[C:23]([CH3:25])[CH:22]=[CH:21][C:20]=1[N:26]1[CH2:27][CH2:28][N:29]([C:11]([C:10]2[CH:14]=[CH:15][C:7]([N:3]3[CH2:4][CH2:5][CH2:6][S:2]3(=[O:1])=[O:17])=[C:8]([F:16])[CH:9]=2)=[O:13])[CH2:30][CH2:31]1. Reported procedure: Using 4-(1,1-dioxo-1λ6-isothiazolidin-2-yl)-3-fluorobenzoic acid (272 mg) described in Preparation Example 26 and 1-(2,4-dimethylphenyl)piperazine (199 mg) and by the reaction and treatment in the same manner as in Example 87, the title compound (258 mg) was obtained. Reactants: CC(=O)OCC1OC(N=C=S)C(OC(C)=O)C(OC(C)=O)C1OC(C)=O, NCc1ccccc1, Cc1ccccc1C. The product is CC(=O)OCC1OC(NC(=S)NCc2ccccc2)C(OC(C)=O)C(OC(C)=O)C1OC(C)=O. Reaction SMILES: [C:1]([CH3:2])(=[O:3])[O:4][CH:5]1[CH:6]([N:24]=[C:25]=[S:26])[O:7][CH:8]([CH2:19][O:20][C:21]([CH3:22])=[O:23])[CH:9]([O:15][C:16]([CH3:17])=[O:18])[CH:10]1[O:11][C:12]([CH3:13])=[O:14].[NH2:27][CH2:28][c:29]1[cH:30][cH:31][cH:32][cH:33][cH:34]1.[c:35]1([CH3:36])[c:37]([CH3:38])[cH:39][cH:40][cH:41][cH:42]1>>[C:1]([CH3:2])(=[O:3])[O:4][CH:5]1[CH:6]([NH:24][C:25](=[S:26])[NH:27][CH2:28][c:29]2[cH:30][cH:31][cH:32][cH:33][cH:34]2)[O:7][CH:8]([CH2:19][O:20][C:21]([CH3:22])=[O:23])[CH:9]([O:15][C:16]([CH3:17])=[O:18])[CH:10]1[O:11][C:12]([CH3:13])=[O:14]. The reactants are CCOc1cc(C(C)(C)C)ccc1C1=NC(C)(c2ccc(Cl)cc2)C(c2ccc(Cl)cc2)N1C(=O)Cl, CN(C)CCN. The product is CCOc1cc(C(C)(C)C)ccc1C1=NC(C)(c2ccc(Cl)cc2)C(c2ccc(Cl)cc2)N1C(=O)NCCN(C)C. Reaction SMILES: [C:1]([CH3:2])([CH3:3])([CH3:4])[c:5]1[cH:6][c:7]([O:34][CH2:35][CH3:36])[c:8]([C:11]2=[N:15][C:14]([CH3:16])([c:17]3[cH:18][cH:19][c:20]([Cl:23])[cH:21][cH:22]3)[CH:13]([c:24]3[cH:25][cH:26][c:27]([Cl:30])[cH:28][cH:29]3)[N:12]2[C:31](=[O:32])[Cl:33])[cH:9][cH:10]1.[CH3:37][N:38]([CH2:39][CH2:40][NH2:41])[CH3:42]>>[C:1]([CH3:2])([CH3:3])([CH3:4])[c:5]1[cH:6][c:7]([O:34][CH2:35][CH3:36])[c:8]([C:11]2=[N:15][C:14]([CH3:16])([c:17]3[cH:18][cH:19][c:20]([Cl:23])[cH:21][cH:22]3)[CH:13]([c:24]3[cH:25][cH:26][c:27]([Cl:30])[cH:28][cH:29]3)[N:12]2[C:31](=[O:32])[NH:41][CH2:40][CH2:39][N:38]([CH3:37])[CH3:42])[cH:9][cH:10]1. Starting materials: CCN=C=NCCCN(C)C, O=C(O)c1ccc(Cl)cc1NCCO, ClCCl, Cl, CN1C(=O)CCc2ccc(N)cc21. Yields the product CN1C(=O)CCc2ccc(NC(=O)c3ccc(Cl)cc3NCCO)cc21. RXN SMILES: [CH2:29]([N:30]=[C:31]=[N:32][CH2:33][CH2:34][CH2:35][N:36]([CH3:37])[CH3:38])[CH3:39].[Cl:1][c:2]1[cH:3][c:4]([NH:11][CH2:12][CH2:13][OH:14])[c:5]([C:6](=[O:7])[OH:8])[cH:9][cH:10]1.[Cl:40][CH2:41][Cl:42].[ClH:28].[NH2:15][c:16]1[cH:17][cH:18][c:19]2[c:24]([cH:25]1)[N:23]([CH3:26])[C:22](=[O:27])[CH2:21][CH2:20]2>>[Cl:1][c:2]1[cH:3][c:4]([NH:11][CH2:12][CH2:13][OH:14])[c:5]([C:6](=[O:8])[NH:15][c:16]2[cH:17][cH:18][c:19]3[c:24]([cH:25]2)[N:23]([CH3:26])[C:22](=[O:27])[CH2:21][CH2:20]3)[cH:9][cH:10]1.